Task: describe an organic reaction: reactants, conditions, products, and yield. Dataset: the Open Reaction Database (ORD), a public repository of structured organic reaction records Starting materials: CCOC(=O)CNC(=O)OC(C)(CC)CC, CO, [Li+], [OH-], O. Yields the product CCC(C)(CC)OC(=O)NCC(=O)O. Reaction SMILES: [CH2:1]([CH3:2])[C:3]([CH2:4][CH3:5])([O:6][C:7](=[O:8])[NH:9][CH2:10][C:11](=[O:12])[O:13][CH2:14][CH3:15])[CH3:16].[CH3:20][OH:21].[Li+:17].[OH-:18].[OH2:19]>>[CH2:1]([CH3:2])[C:3]([CH2:4][CH3:5])([O:6][C:7](=[O:8])[NH:9][CH2:10][C:11](=[O:12])[OH:13])[CH3:16]. Starting materials: imine, N[C@H]1COC2=C(C=3N(C1)C=1C=C(C=CC1C3C3CCCCC3)C(=O)OC)C=CC(=C2)F (Methyl (7R)-7-amino-14-cyclohexyl-3-fluoro-7,8-dihydro-6H-indolo[1,2-e][1,5]benzoxazocine-11-carboxylate), C(OC)(OC)OC (HC(OMe)3), C(C1=CC=CC=C1)=O (benzaldehyde), C(OC)(OC)OC (HC(OMe)3), [BH3-]C#N.[Na+] (NaCNBH3). Run at time 8 hour. Yields the product C(C1=CC=CC=C1)N[C@H]1COC2=C(C=3N(C1)C=1C=C(C=CC1C3C3CCCCC3)C(=O)OC)C=CC(=C2)F (methyl (7R)-7-(benzylamino)-14-cyclohexyl-3-fluoro-7,8-dihydro-6H-indolo[1,2-e][1,5]benzoxazocine-11-carboxylate). RXN SMILES: [NH2:1][C@@H:2]1[CH2:9][N:8]2[C:10]3[CH:11]=[C:12]([C:23]([O:25][CH3:26])=[O:24])[CH:13]=[CH:14][C:15]=3[C:16]([CH:17]3[CH2:22][CH2:21][CH2:20][CH2:19][CH2:18]3)=[C:7]2[C:6]2[CH:27]=[CH:28][C:29]([F:31])=[CH:30][C:5]=2[O:4][CH2:3]1.C(OC)(OC)OC.[CH:39](=O)[C:40]1[CH:45]=[CH:44][CH:43]=[CH:42][CH:41]=1.[BH3-]C#N.[Na+]>>[CH2:39]([NH:1][C@@H:2]1[CH2:9][N:8]2[C:10]3[CH:11]=[C:12]([C:23]([O:25][CH3:26])=[O:24])[CH:13]=[CH:14][C:15]=3[C:16]([CH:17]3[CH2:22][CH2:21][CH2:20][CH2:19][CH2:18]3)=[C:7]2[C:6]2[CH:27]=[CH:28][C:29]([F:31])=[CH:30][C:5]=2[O:4][CH2:3]1)[C:40]1[CH:45]=[CH:44][CH:43]=[CH:42][CH:41]=1 |f:3.4|. Reported procedure: Methyl (7R)-7-amino-14-cyclohexyl-3-fluoro-7,8-dihydro-6H-indolo[1,2-e][1,5]benzoxazocine-11-carboxylate (Example 11, Step 5) was dissolved in HC(OMe)3 (50 eq) and a solution of benzaldehyde (1.1 eq) in HC(OMe)3 (50 eq) was added. The mixture was stirred overnight at RT to allow formation of the imine. All volatiles were evaporated and the residual material was dissolved in MeOH/HOAc (0.05 M). NaCNBH3 (1.1 eq) was added and the mixture was stirred at RT for 1 h. The solution was used directly in... Starting materials: CC[O-], NC(=O)c1cc(Cl)ccn1, [Na+], CN(C)C=O, OCc1cccc(O)c1, O=Cc1cccc(O)c1. The product is NC(=O)c1cc(Oc2cccc(CO)c2)ccn1. RXN SMILES: [CH3:11][CH2:12][O-:13].[Cl:14][c:15]1[cH:16][c:17]([C:21](=[O:22])[NH2:23])[n:18][cH:19][cH:20]1.[Na+:10].[O:33]=[CH:34][N:35]([CH3:36])[CH3:37].[OH:1][CH2:2][c:3]1[cH:4][cH:5][cH:6][c:7]([OH:8])[cH:9]1.[OH:24][c:25]1[cH:26][c:27]([CH:31]=[O:32])[cH:28][cH:29][cH:30]1>>[OH:1][CH2:2][c:3]1[cH:4][cH:5][cH:6][c:7]([O:8][c:15]2[cH:16][c:17]([C:21](=[O:22])[NH2:23])[n:18][cH:19][cH:20]2)[cH:9]1. Reactants: Cl.Cl.NC1CCN(CC1)CCN(C1CCOCC1)C (4-amino-1-[2-[N-methyl-N-(tetrahydropyran-4-yl)amino]ethyl]piperidine dihydrochloride), diazabicyclo[5,4,0]-7-undecene, CC1=CC=C(C=C1)C=1C=CC2=C(C=C(CCO2)C(=O)O)C1 (7-(4-methylphenyl)-2,3-dihydro-1-benzooxepine-4-carboxylic acid), ON1N=NC2=C1C=CC=C2 (1-hydroxybenzotriazole), Cl.C(C)N=C=NCCCN(C)C (1-ethyl-3-(3′-dimethylaminopropyl)carbodiimide hydrochloride). Run in C(C)#N (acetonitrile), C(C)N(CC)CC (triethylamine), C(C)#N (acetonitrile). Run at time 1 hour. The product is CC1=CC=C(C=C1)C=1C=CC2=C(C=C(CCO2)C(=O)NC2CCN(CC2)CCN(C2CCOCC2)C)C1 (7-(4-methylphenyl)-N-[1-[2-[N-methyl-N-(tetrahydropyran-4-yl)amino]ethyl]piperidin-4-yl]-2,3-dihydro-1-benzooxepine-4-carboxamide). Yield: 36.7%. Reaction SMILES: [CH3:1][C:2]1[CH:7]=[CH:6][C:5]([C:8]2[CH:9]=[CH:10][C:11]3[O:17][CH2:16][CH2:15][C:14]([C:18](O)=[O:19])=[CH:13][C:12]=3[CH:21]=2)=[CH:4][CH:3]=1.ON1C2C=CC=CC=2N=N1.Cl.C(N=C=NCCCN(C)C)C.Cl.Cl.[NH2:46][CH:47]1[CH2:52][CH2:51][N:50]([CH2:53][CH2:54][N:55]([CH3:62])[CH:56]2[CH2:61][CH2:60][O:59][CH2:58][CH2:57]2)[CH2:49][CH2:48]1>C(#N)C.C(N(CC)CC)C>[CH3:1][C:2]1[CH:7]=[CH:6][C:5]([C:8]2[CH:9]=[CH:10][C:11]3[O:17][CH2:16][CH2:15][C:14]([C:18]([NH:46][CH:47]4[CH2:48][CH2:49][N:50]([CH2:53][CH2:54][N:55]([CH3:62])[CH:56]5[CH2:61][CH2:60][O:59][CH2:58][CH2:57]5)[CH2:51][CH2:52]4)=[O:19])=[CH:13][C:12]=3[CH:21]=2)=[CH:4][CH:3]=1 |f:2.3,4.5.6|. Procedure: Into a solution of 7-(4-methylphenyl)-2,3-dihydro-1-benzooxepine-4-carboxylic acid (150 mg) and 1-hydroxybenzotriazole (0.14 g) in acetonitrile (10 ml) was added at room temperature 1-ethyl-3-(3′-dimethylaminopropyl)carbodiimide hydrochloride (0.20 g), and the resulting mixture was stirred for one hour. Into the reaction mixture was added a solution of 4-amino-1-[2-[N-methyl-N-(tetrahydropyran-4-yl)amino]ethyl]piperidine dihydrochloride (282 mg), triethylamine (0.15 ml.) and diazabicyclo[5,4,0]-... Isolated yield 78.0%. Product: C(C1=CC=CC=C1)(=O)NC1CCN(CC1)CCCC(=O)C1=CC=C(C=C1)Br (4-Benzamido-1-[4-(4-bromophenyl)-4-oxobutyl]piperidine). RXN SMILES: Cl[CH2:2][CH2:3][CH2:4][C:5]([C:7]1[CH:12]=[CH:11][C:10]([Br:13])=[CH:9][CH:8]=1)=[O:6].[C:14]([NH:22][CH:23]1[CH2:28][CH2:27][NH:26][CH2:25][CH2:24]1)(=[O:21])[C:15]1[CH:20]=[CH:19][CH:18]=[CH:17][CH:16]=1.C(=O)([O-])[O-].[K+].[K+].Cl>>[C:14]([NH:22][CH:23]1[CH2:28][CH2:27][N:26]([CH2:2][CH2:3][CH2:4][C:5]([C:7]2[CH:12]=[CH:11][C:10]([Br:13])=[CH:9][CH:8]=2)=[O:6])[CH2:25][CH2:24]1)(=[O:21])[C:15]1[CH:16]=[CH:17][CH:18]=[CH:19][CH:20]=1 |f:2.3.4|. Starting materials: ClCCCC(=O)C1=CC=C(C=C1)Br (4-Chloro-4'-bromobutyrophenone), C(C1=CC=CC=C1)(=O)NC1CCNCC1 (4-benzamidopiperidine), C([O-])([O-])=O.[K+].[K+] (potassium carbonate), Cl (hydrochloride). Reported procedure: 4-Chloro-4'-bromobutyrophenone (2.61 g.), 4-benzamidopiperidine (2.04 g.) and anhydrous potassium carbonate (1.38 g.) were reacted together in the manner of Example 68 to give the title compound (3.34 g.) as the hydrochloride, colourless microcrystals, m.p. 268.0° . Starting materials: C(C1=CC=CC=C1)OC1=CC=C(C=C1)CN1C(=NC=2C1=NC(=CC2C)C)CC (3-(4-(benzyloxy)phenyl)methyl-5,7-dimethyl-2-ethyl-3H-imidazo [4,5-b]pyridine). Reagents/catalysts: [Pd] (Pd/C). Run in CO (methanol). Product: CC1=CC(=C2C(=N1)N(C(=N2)CC)CC2=CC=C(C=C2)O)C (5,7-dimethyl-2-ethyl-3-(4-hydroxyphenyl)methyl-3H-imidazo[4,5-b]pyridine). Isolated yield 61.3%. RXN SMILES: C([O:8][C:9]1[CH:14]=[CH:13][C:12]([CH2:15][N:16]2[C:20]3=[N:21][C:22]([CH3:26])=[CH:23][C:24]([CH3:25])=[C:19]3[N:18]=[C:17]2[CH2:27][CH3:28])=[CH:11][CH:10]=1)C1C=CC=CC=1>CO.[Pd]>[CH3:26][C:22]1[N:21]=[C:20]2[N:16]([CH2:15][C:12]3[CH:11]=[CH:10][C:9]([OH:8])=[CH:14][CH:13]=3)[C:17]([CH2:27][CH3:28])=[N:18][C:19]2=[C:24]([CH3:25])[CH:23]=1. Reported procedure: A solution of 1.40 g (3.77 mmol) of the product of Step D dissolved in 38 mL of methanol was placed in a Parr hydrogenation flask and 0.140 g of 10% Pd/C catalyst was added. The reaction mixture was placed in a Parr apparatus and rocked under a hydrogen atmosphere (32 psig) for 2 hours. The reaction mixture was then filtered through a plug of silica gel eluted with 20% methanol/chloroform to remove the catalyst. Evaporation of the filtrate and drying in vacuo afforded 0.650 g (61%) of the title ...